From a dataset of the Open Reaction Database (ORD), a public repository of structured organic reaction records. describe an organic reaction: reactants, conditions, products, and yield The reactants are CC(C(C(=O)OCCC(CCC=C(C)C)C)=O)CC (3,7-Dimethyl-6-octenyl 3-methyl-2-oxopentanoate), O=C(C(=O)OCCC(CCC=C(C)C)C)C1=CC=CC=C1 (3,7-Dimethyl-6-octenyl oxo(phenyl)acetate), ( 23 ), CC(CCCC(C(=O)[O-])=O)CCC=C(C)C (3,7-Dimethyl-6octenyl-2-oxopropanoate), O=C(C(=O)OCCC(CCC=C(C)C)C)C1=CC=CC=C1 (3,7-Dimethyl-6-octenyl oxo(phenyl)acetate), ( 20 ), ( 54 ), CC(CCCC(C(=O)[O-])=O)CCC=C(C)C (3,7-Dimethyl-6octenyl-2-oxopropanoate), CC(C(C(=O)OCCC(CCC=C(C)C)C)=O)CC (3,7-Dimethyl-6-octenyl 3-methyl-2-oxopentanoate), CC(CCCC(C(=O)[O-])=O)CCC=C(C)C (3,7-Dimethyl-6octenyl-2-oxopropanoate), CC(CCC(C(C(=O)[O-])=O)C)CCC=C(C)C (3,7-Dimethyl-6octenyl-2-oxobutanoate), ( 33 ), ( 13 ), CC(CCC(C(C(=O)[O-])=O)C)CCC=C(C)C (3,7-Dimethyl-6octenyl-2-oxobutanoate), CC(CCCC(C(=O)[O-])=O)CCC=C(C)C (3,7-Dimethyl-6octenyl-2-oxopropanoate), CC(C(C(=O)OCCC(CCC=C(C)C)C)=O)CC (3,7-Dimethyl-6-octenyl 3-methyl-2-oxopentanoate), O=C(C(=O)OCCC(CCC=C(C)C)C)C1=CC=CC=C1 (3,7-Dimethyl-6-octenyl oxo(phenyl)acetate), CC(CCC(C(C(=O)[O-])=O)C)CCC=C(C)C (3,7-Dimethyl-6octenyl-2-oxobutanoate), C(C)(=O)C1=CC=C(C=C1)C(C(=O)OCCC(CCC=C(C)C)C)=O (3,7-Dimethyl-6-octenyl (4-acetylphenyl)oxoacetate), CC(C(C(=O)OCCC(CCC=C(C)C)C)=O)CC (3,7-Dimethyl-6-octenyl 3-methyl-2-oxopentanoate), ( 100 ), ( 12 ), CC(CCCC(C(=O)[O-])=O)CCC=C(C)C (3,7-Dimethyl-6octenyl-2-oxopropanoate), CC(CCCC(C(=O)[O-])=O)CCC=C(C)C (3,7-Dimethyl-6octenyl-2-oxopropanoate), CC(C(C(=O)OCCC(CCC=C(C)C)C)=O)CC (3,7-Dimethyl-6-octenyl 3-methyl-2-oxopentanoate), CC(C(C(=O)OCCC(CCC=C(C)C)C)=O)CC (3,7-Dimethyl-6-octenyl 3-methyl-2-oxopentanoate). Product: C1(CCCCC1)C(C(=O)OC\C=C(\CCC=C(C)C)/C)=O ((E)-3,7-Dimethyl-2,6-octadienyl (cyclohexyl)oxoacetate). As a reaction SMILES: CC(CC)C(=O)C(OCCC(C)CCC=C(C)C)=O.C([C:23]1[CH:28]=[CH:27][C:26]([C:29](=[O:43])[C:30]([O:32][CH2:33][CH2:34][CH:35]([CH3:42])[CH2:36][CH2:37][CH:38]=[C:39]([CH3:41])[CH3:40])=[O:31])=[CH:25][CH:24]=1)(=O)C.CC(CCC=C(C)C)CCC(C)C(=O)C([O-])=O.CC(CCC=C(C)C)CCCC(=O)C([O-])=O.O=C(C1C=CC=CC=1)C(OCCC(C)CCC=C(C)C)=O>>[CH:26]1([C:29](=[O:43])[C:30]([O:32][CH2:33]/[CH:34]=[C:35](\[CH3:42])/[CH2:36][CH2:37][CH:38]=[C:39]([CH3:40])[CH3:41])=[O:31])[CH2:27][CH2:28][CH2:23][CH2:24][CH2:25]1. Procedure details: MS (EI): 184 (M+, 2); 112 (3); 111 (33); 110 (3); 84 (6); 83 (100); 81 (3); 79 (2); 77 (1); 68 (1); 67 (5); 65 (1); 56 (3); 55 (54); 54 (5); 53 (5); 51 (1); 43 (2); 42 (3); 41 (23); 40 (2); 39 (12); 30 (1); 29 (20); 28 (3); 27 (13); 26 (1). Reactants: C(C)(C)(C)C1=CC=C(C=C1)S(=O)(=O)NC1=CC=C(C(=O)N[C@@H](CC2=CC=CC=C2)C(=O)O)C=C1.N[C@@H](C(C)C)C(=O)O ((4-(4-t-Butylphenylsulfonylamino)benzoyl)-phenylalanine valine), ON1N=NC2=C1C=CC=C2 (1-hydroxybenzotriazole), C1(CCCCC1)N=C=NC1CCCCC1 (dicyclohexylcarbodiimide), NC1=NNC(S1)=S (5-amino-1,3,4-thiadiazole-2-thione). Product: C(C)(C)(C)C1=CC=C(C=C1)S(=O)(=O)NC1=CC=C(C(=O)N[C@@H](CC2=CC=CC=C2)C(=O)N[C@@H](C(C)C)C(=O)NC2=NNC(S2)=S)C=C1 (5-(N-(4-(4-t-Butylphenylsulfonylamino)benzoyl)-phenylalanyl-valylamino)-1,3,4-thiadiazole-2-thione). RXN SMILES: [C:1]([C:5]1[CH:10]=[CH:9][C:8]([S:11]([NH:14][C:15]2[CH:34]=[CH:33][C:18]([C:19]([NH:21][C@H:22]([C:30](O)=[O:31])[CH2:23][C:24]3[CH:29]=[CH:28][CH:27]=[CH:26][CH:25]=3)=[O:20])=[CH:17][CH:16]=2)(=[O:13])=[O:12])=[CH:7][CH:6]=1)([CH3:4])([CH3:3])[CH3:2].[NH2:35][C@H:36]([C:40]([OH:42])=O)[CH:37]([CH3:39])[CH3:38].ON1C2C=CC=CC=2N=N1.C1(N=C=NC2CCCCC2)CCCCC1.[NH2:68][C:69]1[S:73][C:72](=[S:74])[NH:71][N:70]=1>>[C:1]([C:5]1[CH:10]=[CH:9][C:8]([S:11]([NH:14][C:15]2[CH:34]=[CH:33][C:18]([C:19]([NH:21][C@H:22]([C:30]([NH:35][C@H:36]([C:40]([NH:68][C:69]3[S:73][C:72](=[S:74])[NH:71][N:70]=3)=[O:42])[CH:37]([CH3:39])[CH3:38])=[O:31])[CH2:23][C:24]3[CH:29]=[CH:28][CH:27]=[CH:26][CH:25]=3)=[O:20])=[CH:17][CH:16]=2)(=[O:12])=[O:13])=[CH:7][CH:6]=1)([CH3:4])([CH3:3])[CH3:2] |f:0.1|. Reported procedure: (4-(4-t-Butylphenylsulfonylamino)benzoyl)-phenylalanine-valine, (0.48 grams) 1-hydroxybenzotriazole (0.15 grams), dicyclohexylcarbodiimide (0.17 grams) and 5-amino-1,3,4-thiadiazole-2-thione (0.5 grams) were reacted according to the procedure described in Example 1. The resulting product was recrystallized from ethanol/pentane to give a white solid. M.P. 140°-144° C. NMR spectrum (d6 -DMSO) 14.1 (s, 1H), 12.6,12.5 (s,s, 1H), 10.8 (s, 1H), 8.6-8.2, 7.8-7.4, 7.4-7.0 (m, 15 H, NM+aromatics), 4.8 (m...